Dataset: the Open Reaction Database (ORD), a public repository of structured organic reaction records. Task: describe an organic reaction: reactants, conditions, products, and yield The reactants are CC(=CC(=O)O)CCCC(CCCC(CCCC(C)C)C)C (3,7,11,15-tetramethyl-2-hexadecenoic acid), Cl (hydrochloric acid), CS(=O)(=O)Cl (methanesulfonyl chloride), CC1(OCC(O1)CO)C (2,2-dimethyl-1,3-dioxolane-4-methanol). The reagents and catalysts are CN(C)C1=CC=NC=C1 (4-(N,N-dimethylamino)pyridine). Solvent: C(Cl)Cl (methylene chloride), C(C)(=O)OCC (ethyl acetate), C(C)#N (acetonitrile), C(C)N(CC)CC (triethylamine). Conditions: temperature -50 celsius, time 1 hour. The product is CC(=CC(=O)OCC(O)CO)CCCC(CCCC(CCCC(C)C)C)C (glyceryl 3,7,11,15-tetramethyl-2-hexadecenoate). The yield is 96.9%. Reaction SMILES: [CH3:1][C:2]([CH2:7][CH2:8][CH2:9][CH:10]([CH3:22])[CH2:11][CH2:12][CH2:13][CH:14]([CH3:21])[CH2:15][CH2:16][CH2:17][CH:18]([CH3:20])[CH3:19])=[CH:3][C:4]([OH:6])=[O:5].CS(Cl)(=O)=O.CC1(C)[O:33][CH:32]([CH2:34]O)[CH2:31][O:30]1.Cl>CN(C1C=CN=CC=1)C.C(Cl)Cl.C(#N)C.C(OCC)(=O)C.C(N(CC)CC)C>[CH3:1][C:2]([CH2:7][CH2:8][CH2:9][CH:10]([CH3:22])[CH2:11][CH2:12][CH2:13][CH:14]([CH3:21])[CH2:15][CH2:16][CH2:17][CH:18]([CH3:20])[CH3:19])=[CH:3][C:4]([O:6][CH2:34][CH:32]([CH2:31][OH:30])[OH:33])=[O:5]. Procedure: A solution of 5.0 g of 3,7,11,15-tetramethyl-2-hexadecenoic acid and 4.3 g of 4-(N,N-dimethylamino)pyridine dissolved in 50 ml of methylene chloride was cooled to -50° C. Thereinto was dropped 1.8 g of methanesulfonyl chloride. After the completion of the dropping, the resulting mixture was stirred at the same temperature for 1 hour. Thereinto was dropped 3.2 g of 2,2-dimethyl-1,3-dioxolane-4-methanol at the same temperature. After the completion of the dropping, the temperature of the reaction ... Reactants: N#Cc1ccccc1C(=O)O, CC1(C)NC(=O)c2ccccc21, [Li]C, C1CCOC1. The product is CC1(C)NC(=O)c2cc(N)ccc21. As a reaction SMILES: [C:13](#[N:14])[c:15]1[cH:16][cH:17][cH:18][cH:19][c:20]1[C:21]([OH:22])=[O:23].[CH3:1][C:2]1([CH3:12])[NH:3][C:4](=[O:11])[c:5]2[cH:6][cH:7][cH:8][cH:9][c:10]21.[Li:24][CH3:25].[O:26]1[CH2:27][CH2:28][CH2:29][CH2:30]1>>[CH3:1][C:2]1([CH3:12])[NH:3][C:4](=[O:11])[c:5]2[cH:6][c:7]([NH2:14])[cH:8][cH:9][c:10]21. As a reaction SMILES: [Br-:12].[CH2:26]1[O:27][CH2:28][CH2:29][CH2:30]1.[Cl:1][c:2]1[cH:3][c:4]([C:5](=[O:6])[O:7][CH3:8])[cH:9][cH:10][n:11]1.[F:13][c:14]1[cH:15][c:16]([CH2:17][Zn+:18])[cH:19][c:20]([C:22]([F:23])([F:24])[F:25])[cH:21]1.[cH:31]1[cH:32][cH:33][c:34]([P:35]([Pd:36]([P:37]([c:38]2[cH:39][cH:40][cH:41][cH:42][cH:43]2)([c:44]2[cH:45][cH:46][cH:47][cH:48][cH:49]2)[c:50]2[cH:51][cH:52][cH:53][cH:54][cH:55]2)([P:56]([c:57]2[cH:58][cH:59][cH:60][cH:61][cH:62]2)([c:63]2[cH:64][cH:65][cH:66][cH:67][cH:68]2)[c:69]2[cH:70][cH:71][cH:72][cH:73][cH:74]2)[P:75]([c:76]2[cH:77][cH:78][cH:79][cH:80][cH:81]2)([c:82]2[cH:83][cH:84][cH:85][cH:86][cH:87]2)[c:88]2[cH:89][cH:90][cH:91][cH:92][cH:93]2)([c:94]2[cH:95][cH:96][cH:97][cH:98][cH:99]2)[c:100]2[cH:101][cH:102][cH:103][cH:104][cH:105]2)[cH:106][cH:107]1>>[c:2]1([CH2:17][c:16]2[cH:15][c:14]([F:13])[cH:21][c:20]([C:22]([F:23])([F:24])[F:25])[cH:19]2)[cH:3][c:4]([C:5](=[O:6])[O:7][CH3:8])[cH:9][cH:10][n:11]1. Product: COC(=O)c1ccnc(Cc2cc(F)cc(C(F)(F)F)c2)c1. The reactants are [Br-], C1CCOC1, COC(=O)c1ccnc(Cl)c1, Fc1cc(C[Zn+])cc(C(F)(F)F)c1, c1ccc(P(c2ccccc2)(c2ccccc2)[Pd](P(c2ccccc2)(c2ccccc2)c2ccccc2)(P(c2ccccc2)(c2ccccc2)c2ccccc2)P(c2ccccc2)(c2ccccc2)c2ccccc2)cc1. Reactants: [OH-].[Na+] (NaOH), ClC1=CC(=NC=N1)N (6-chloropyrimidin-4-amine), FC(S(=O)(=O)O)(F)F (trifluoro-methane sulfonic acid), IN1C(CCC1=O)=O (N-iodosuccinimide). The solvent is ice. Run at time 3 hour. The product is ClC1=C(C(=NC=N1)N)I (6-chloro-5-iodopyrimidin-4-amine). RXN SMILES: [Cl:1][C:2]1[N:7]=[CH:6][N:5]=[C:4]([NH2:8])[CH:3]=1.FC(F)(F)S(O)(=O)=O.[I:17]N1C(=O)CCC1=O.[OH-].[Na+]>>[Cl:1][C:2]1[N:7]=[CH:6][N:5]=[C:4]([NH2:8])[C:3]=1[I:17] |f:3.4|. Procedure details: To a suspension of 6-chloropyrimidin-4-amine (5.29 g, 40.8 mmol) and trifluoro-methane sulfonic acid (40 mL, 452 mmol) was added N-iodosuccinimide (9.19 g, 40.8 mmol). The mixture was stirred for 3 h at rt. The mixture was poured into 50 mL of ice containing 15 g of NaOH with stirring for 10 min. The resulting precipitate was filtered washed with water, triturated in DCM and collected by filtration to give 6-chloro-5-iodopyrimidin-4-amine: 1H NMR (400 MHz, DMSO-d6) δ 8.11 (s, 1H); LC-MS (ESI) m/... Starting materials: BrC=1C=C2C(=NC1)NC=C2C(=O)C=2C(=C(C=CC2F)NS(=O)(=O)CCC)F (propane-1-sulfonic acid [3-(5-bromo-1H-pyrrolo[2,3-b]pyridine-3-carbonyl)-2,4-difluoro-phenyl]-amide), [1,1″-bis(diphenylphosphino)-ferrocene]dichloropalladium(II), COC1=NC=C(C=N1)B(O)O (2-methoxypyrimidine-5-boronic acid), C(C)#N (acetonitrile), C([O-])([O-])=O.[K+].[K+] (potassium carbonate). Solvent: C(C)(=O)O (acetic acid). Conditions: time 16 minute. Yields the product FC1=C(C=CC(=C1C(=O)C1=CNC2=NC=C(C=C21)C=2C=NC(=NC2)OC)F)NS(=O)(=O)CCC (propane-1-sulfonic acid {2,4-difluoro-3-[5-(2-methoxy-pyrimidin-5-yl)-1H-pyrrolo[2,3-b]pyridine-3-carbonyl]-phenyl}-amide). RXN SMILES: Br[C:2]1[CH:3]=[C:4]2[C:10]([C:11]([C:13]3[C:14]([F:27])=[C:15]([NH:20][S:21]([CH2:24][CH2:25][CH3:26])(=[O:23])=[O:22])[CH:16]=[CH:17][C:18]=3[F:19])=[O:12])=[CH:9][NH:8][C:5]2=[N:6][CH:7]=1.[CH3:28][O:29][C:30]1[N:35]=[CH:34][C:33](B(O)O)=[CH:32][N:31]=1.C(#N)C.C(=O)([O-])[O-].[K+].[K+]>C(O)(=O)C>[F:27][C:14]1[C:13]([C:11]([C:10]2[C:4]3[C:5](=[N:6][CH:7]=[C:2]([C:33]4[CH:32]=[N:31][C:30]([O:29][CH3:28])=[N:35][CH:34]=4)[CH:3]=3)[NH:8][CH:9]=2)=[O:12])=[C:18]([F:19])[CH:17]=[CH:16][C:15]=1[NH:20][S:21]([CH2:24][CH2:25][CH3:26])(=[O:23])=[O:22] |f:3.4.5|. Procedure details: Propane-1-sulfonic acid [3-(5-bromo-1H-pyrrolo[2,3-b]pyridine-3-carbonyl)-2,4-difluoro-phenyl]-amide (9, 10 mg, 0.022 mmol) was weighed into a 5 mL microwave vial and combined with 2-methoxypyrimidine-5-boronic acid (10, 4.4 mg, 0.028 mmol), followed by the addition of 600 μL of acetonitrile and 500 μL of 1M potassium carbonate and a spatula tip (≈1 mg) of [1,1″-bis(diphenylphosphino)-ferrocene]dichloropalladium(II). The reaction mixture was irradiated in a microwave at 160° C. for 5 minutes. Th... Reactants: C(C)(C)(C)OC(NC1=C(C=C(C(=C1)Cl)C(F)(F)F)NC(CC(=O)C1=CC(=CC=C1)C1=CC(=NC(=C1)C)C)=O)=O ((5-chloro-2-{3-[3-(2,6-dimethyl-pyridin-4-yl)-phenyl]-3-oxo-propionylamino}-4-trifluoromethyl-phenyl)-carbamic acid tert-butyl ester), C(=O)(C(F)(F)F)O (TFA). Run in C(Cl)Cl (CH2Cl2). Product: ClC1=CC2=C(NC(CC(=N2)C2=CC(=CC=C2)C2=CC(=NC(=C2)C)C)=O)C=C1C(F)(F)F (7-Chloro-4-[3-(2,6-dimethyl-pyridin-4-yl)-phenyl]-8-trifluoromethyl-1,3-dihydro benzo[b][1,4]diazepin-2-one), solid. Yield: 85.0%. Reaction SMILES: C(OC(=O)[NH:7][C:8]1[CH:13]=[C:12]([Cl:14])[C:11]([C:15]([F:18])([F:17])[F:16])=[CH:10][C:9]=1[NH:19][C:20](=[O:38])[CH2:21][C:22]([C:24]1[CH:29]=[CH:28][CH:27]=[C:26]([C:30]2[CH:35]=[C:34]([CH3:36])[N:33]=[C:32]([CH3:37])[CH:31]=2)[CH:25]=1)=O)(C)(C)C.C(O)(C(F)(F)F)=O>C(Cl)Cl>[Cl:14][C:12]1[C:11]([C:15]([F:17])([F:18])[F:16])=[CH:10][C:9]2[NH:19][C:20](=[O:38])[CH2:21][C:22]([C:24]3[CH:29]=[CH:28][CH:27]=[C:26]([C:30]4[CH:35]=[C:34]([CH3:36])[N:33]=[C:32]([CH3:37])[CH:31]=4)[CH:25]=3)=[N:7][C:8]=2[CH:13]=1. Procedure: The title compound was prepared from (5-chloro-2-{3-[3-(2,6-dimethyl-pyridin-4-yl)-phenyl]-3-oxo-propionylamino}-4-trifluoromethyl-phenyl)-carbamic acid tert-butyl ester (Example M111) (0.25 g, 0.44 mmol) by treatment with TFA in CH2Cl2 according to the general procedure N. Obtained as a light yellow solid (167 mg, 85%). Starting materials: C(c1ccc(c2ccccc2C(F)(F)F)o1)=O, CC1=CN=C(C=C1)N, [C-]#[N+]C1CCCCC1. Reagents/catalysts: O=C(O)C(F)(F)F (trifluoroacetic acid). Solvent: CC(C)O (isopropyl alcohol), CC(C)O (isopropylalcohol). Run at temperature 22 celsius, time 20 hour. The product is Cc1ccc2nc(c(NC3CCCCC3)n2c1)c1ccc(c2ccccc2C(F)(F)F)o1. Yield: 81.1%. As a reaction SMILES: CC1=CC=C(N)N=C1.[C-]#[N+]C1CCCCC1.FC(F)(F)C1=C(C=CC=C1)C1=CC=C(O1)C=O>>CC1=CN2C(C=C1)=NC(C1=CC=C(O1)C1=C(C=CC=C1)C(F)(F)F)=C2NC1CCCCC1. The reactants are ClC1=CC(=C(/C=C/C(=O)OC)C=C1)NS(=O)(=O)C1=CC=CC=C1 (methyl trans-4-chloro-2-(phenylsulfonylamino)cinnamate), CS(=O)(=O)NC1=CC=C(C(CBr)=O)C=C1 (4-(methylsulfonylamino)phenacyl bromide). The product is COC(CC1=C(NC2=CC(=CC=C12)Cl)C(C1=CC=C(C=C1)NS(=O)(=O)C)=O)=O (Methyl[6-Chloro-2-[4-(methylsulfonylamino)benzoyl]-1H-indol-3-yl]acetate). Reaction SMILES: [Cl:1][C:2]1[CH:13]=[CH:12][C:5](/[CH:6]=[CH:7]/[C:8]([O:10][CH3:11])=[O:9])=[C:4]([NH:14]S(C2C=CC=CC=2)(=O)=O)[CH:3]=1.[CH3:24][S:25]([NH:28][C:29]1[CH:38]=[CH:37][C:32]([C:33](=[O:36])[CH2:34]Br)=[CH:31][CH:30]=1)(=[O:27])=[O:26]>>[CH3:11][O:10][C:8](=[O:9])[CH2:7][C:6]1[C:5]2[C:4](=[CH:3][C:2]([Cl:1])=[CH:13][CH:12]=2)[NH:14][C:34]=1[C:33](=[O:36])[C:32]1[CH:31]=[CH:30][C:29]([NH:28][S:25]([CH3:24])(=[O:27])=[O:26])=[CH:38][CH:37]=1. Procedure details: The title compound was prepared according to the procedure described in Example 8 (Method B) from methyl trans-4-chloro-2-(phenylsulfonylamino)cinnamate (step 1 of Example 8, Method A) and 4-(methylsulfonylamino)phenacyl bromide*. The reactants are N#Cc1cccc2[nH]ccc12, ClCc1ccc(-c2ccccc2)cc1. The product is N#Cc1cccc2c1ccn2Cc1ccc(-c2ccccc2)cc1. RXN SMILES: [C:1](#[N:2])[c:3]1[c:4]2[cH:5][cH:6][nH:7][c:8]2[cH:9][cH:10][cH:11]1.[c:12]1(-[c:18]2[cH:19][cH:20][c:21]([CH2:22][Cl:23])[cH:24][cH:25]2)[cH:13][cH:14][cH:15][cH:16][cH:17]1>>[C:1](#[N:2])[c:3]1[c:4]2[cH:5][cH:6][n:7]([CH2:22][c:21]3[cH:20][cH:19][c:18](-[c:12]4[cH:13][cH:14][cH:15][cH:16][cH:17]4)[cH:25][cH:24]3)[c:8]2[cH:9][cH:10][cH:11]1. Reactants: O=C1OC(=O)C(Cc2ccccc2)CC1Cc1ccccc1, Cc1ccccc1, CC1(C)OCC(CO)O1. Yields the product CC1(C)OCC(COC(=O)C(Cc2ccccc2)CC(Cc2ccccc2)C(=O)O)O1. As a reaction SMILES: [CH2:1]([c:2]1[cH:3][cH:4][cH:5][cH:6][cH:7]1)[CH:8]1[C:9](=[O:10])[O:11][C:12](=[O:22])[CH:13]([CH2:15][c:16]2[cH:17][cH:18][cH:19][cH:20][cH:21]2)[CH2:14]1.[CH3:32][c:33]1[cH:34][cH:35][cH:36][cH:37][cH:38]1.[OH:23][CH2:24][CH:25]1[O:26][C:27]([CH3:30])([CH3:31])[O:28][CH2:29]1>>[CH2:1]([c:2]1[cH:3][cH:4][cH:5][cH:6][cH:7]1)[CH:8]([C:9](=[O:10])[O:23][CH2:24][CH:25]1[O:26][C:27]([CH3:30])([CH3:31])[O:28][CH2:29]1)[CH2:14][CH:13]([C:12]([OH:11])=[O:22])[CH2:15][c:16]1[cH:17][cH:18][cH:19][cH:20][cH:21]1.